The task is: describe an organic reaction: reactants, conditions, products, and yield. This data is from the Open Reaction Database (ORD), a public repository of structured organic reaction records. The reactants are Nc1cc(Br)c2sncc2c1, O=C([O-])O, CC#N, [I-], [K+], O=N[O-], [Na+], [Na+], [Na+], [Na+], O, O, O=S([O-])([O-])=S, Cc1ccc(S(=O)(=O)O)cc1. Product: Brc1cc(I)cc2cnsc12. As a reaction SMILES: [Br:13][c:14]1[cH:15][c:16]([NH2:23])[cH:17][c:18]2[cH:19][n:20][s:21][c:22]12.[C:30](=[O:31])([OH:32])[O-:33].[CH3:42][C:43]#[N:44].[I-:29].[K+:28].[N:24]([O-:25])=[O:26].[Na+:27].[Na+:34].[Na+:40].[Na+:41].[OH2:1].[OH2:45].[S:35]([O-:36])([O-:37])(=[O:38])=[S:39].[c:2]1([CH3:3])[cH:4][cH:5][c:6]([S:7]([OH:8])(=[O:9])=[O:10])[cH:11][cH:12]1>>[Br:13][c:14]1[cH:15][c:16]([I:29])[cH:17][c:18]2[cH:19][n:20][s:21][c:22]12. RXN SMILES: [BH:22]([OH:23])[OH:24].[CH2:1]([CH3:2])[O:3][C:4]([CH2:5][c:6]1[cH:7][c:8]([O:13][CH2:14][c:15]2[cH:16][cH:17][cH:18][cH:19][cH:20]2)[cH:9][c:10]([Br:12])[cH:11]1)=[O:21].[CH3:37][O:38][CH2:39][CH2:40][O:41][CH3:42].[K+:31].[K+:32].[O-:33][C:34]([O-:35])=[O:36].[OH2:43].[cH:25]1[cH:26][cH:27][cH:28][cH:29][cH:30]1.[cH:44]1[cH:45][cH:46][c:47]([P:48]([Pd:49]([P:50]([c:51]2[cH:52][cH:53][cH:54][cH:55][cH:56]2)([c:57]2[cH:58][cH:59][cH:60][cH:61][cH:62]2)[c:63]2[cH:64][cH:65][cH:66][cH:67][cH:68]2)([P:69]([c:70]2[cH:71][cH:72][cH:73][cH:74][cH:75]2)([c:76]2[cH:77][cH:78][cH:79][cH:80][cH:81]2)[c:82]2[cH:83][cH:84][cH:85][cH:86][cH:87]2)[P:88]([c:89]2[cH:90][cH:91][cH:92][cH:93][cH:94]2)([c:95]2[cH:96][cH:97][cH:98][cH:99][cH:100]2)[c:101]2[cH:102][cH:103][cH:104][cH:105][cH:106]2)([c:107]2[cH:108][cH:109][cH:110][cH:111][cH:112]2)[c:113]2[cH:114][cH:115][cH:116][cH:117][cH:118]2)[cH:119][cH:120]1>>[CH2:1]([CH3:2])[O:3][C:4]([CH2:5][c:6]1[cH:7][c:8]([O:13][CH2:14][c:15]2[cH:16][cH:17][cH:18][cH:19][cH:20]2)[cH:9][c:10](-[c:25]2[cH:26][cH:27][cH:28][cH:29][cH:30]2)[cH:11]1)=[O:21]. The reactants are OBO, CCOC(=O)Cc1cc(Br)cc(OCc2ccccc2)c1, COCCOC, [K+], [K+], O=C([O-])[O-], O, c1ccccc1, c1ccc(P(c2ccccc2)(c2ccccc2)[Pd](P(c2ccccc2)(c2ccccc2)c2ccccc2)(P(c2ccccc2)(c2ccccc2)c2ccccc2)P(c2ccccc2)(c2ccccc2)c2ccccc2)cc1. Product: CCOC(=O)Cc1cc(OCc2ccccc2)cc(-c2ccccc2)c1. Reactants: ClC=1C=C(C(=C(C(=O)O)C1)C)I (5-chloro-3-iodo-2-methylbenzoic acid), OC=1C=CC=C2C=CC=NC12 (8-hydroxyquinoline), [OH-].[K+] (potassium hydroxide), C(C)(C)(C)O (tert-butanol). Reagents/catalysts: [Cu]I (copper(I) iodide). The solvent is O (water), CS(=O)C (dimethyl sulfoxide). Reaction conditions: temperature 100 celsius, time 24 hour. Product: ClC=1C=C(C(=C(C(=O)O)C1)C)O (5-chloro-3-hydroxy-2-methylbenzoic acid). The yield is 404.9%. Reaction SMILES: [Cl:1][C:2]1[CH:3]=[C:4](I)[C:5]([CH3:11])=[C:6]([CH:10]=1)[C:7]([OH:9])=[O:8].[OH:13]C1C=CC=C2C=1N=CC=C2.[OH-].[K+].C(O)(C)(C)C>[Cu]I.O.CS(C)=O>[Cl:1][C:2]1[CH:3]=[C:4]([OH:13])[C:5]([CH3:11])=[C:6]([CH:10]=1)[C:7]([OH:9])=[O:8] |f:2.3|. Procedure details: To 5-chloro-3-iodo-2-methylbenzoic acid (10.0 g, 33.7 mmol), copper(I) iodide (0.70 g, 3.68 mmol), 8-hydroxyquinoline (1.0 g, 6.89 mmol), and potassium hydroxide (9.5 g, 169 mmol) was added tert-butanol (30.0 mL), dimethyl sulfoxide (30 mL) and water (3.0 mL). The reaction was purged with nitrogen, then heated to 100° C. and stirred for 24 h. The reaction was allowed to cool to room temperature and poured into 1 N HCl (200 mL) and EtOAc (250 mL). The flask was rinsed with water. The mixture was ... Starting materials: FC1=C(C=C(C(=C1)F)F)CC(=O)O (2-(2,4,5-trifluorophenyl)acetic acid), [H-].[H-].[H-].[H-].[Li+].[Al+3] (LAH). Run in C1CCOC1 (THF). Run at time 6 hour. Product: FC1=C(C=C(C(=C1)F)F)CCO (2-(2,4,5-trifluorophenyl)ethanol). The yield is 91.8%. Reaction SMILES: [F:1][C:2]1[CH:7]=[C:6]([F:8])[C:5]([F:9])=[CH:4][C:3]=1[CH2:10][C:11](O)=[O:12].[H-].[H-].[H-].[H-].[Li+].[Al+3]>C1COCC1>[F:1][C:2]1[CH:7]=[C:6]([F:8])[C:5]([F:9])=[CH:4][C:3]=1[CH2:10][CH2:11][OH:12] |f:1.2.3.4.5.6|. Procedure details: A solution of 2-(2,4,5-trifluorophenyl)acetic acid (1 g, 5.26 mmol) in dry THF (20 mL) was carefully added over 2 min to solution of 2M LAH (10.52 mL, 10.52 mmol) at 0° C. The reaction mixture was allowed to warm to rt and was stirred for 6 h. The reaction was quenched with 0.5 mL of water (stir for 10 min), 0.5 mL of 15% NaOH/water (stir for 10 min), and then 1.0 mL of water. After stirring for 18 h, the mixture was filtered through celite. The filtrate was concentrated in vacuum. The residue w... The reactants are C(C)C1=NC=C(C=C1C1=CC=C(C=C1)NC(OC(C)(C)C)=O)C=1OC(N(N1)C)=O (tert-Butyl (4-(2-ethyl-5-(4-methyl-5-oxo-4,5-dihydro-1,3,4-oxadiazol-2-yl)pyridin-3-yl)phenyl)carbamate), ( 15 ), CC1(OB(OC1(C)C)C1=CC=C(C=C1)NC(OC(C)(C)C)=O)C (tert-butyl (4-(4,4,5,5-tetramethyl-1,3,2-dioxaborolan-2-yl)phenyl)carbamate), BrC1=CC=C(N)C=C1 (4-bromoaniline). The reagents and catalysts are Cl[Pd]([P](C1=CC=CC=C1)(C2=CC=CC=C2)C3=CC=CC=C3)([P](C4=CC=CC=C4)(C5=CC=CC=C5)C6=CC=CC=C6)Cl (Pd(PPh3)2Cl2). Solvent: O1CCOCC1 (dioxane). Run at temperature 75 celsius. Product: NC1=CC=C(C=C1)C=1C=C(C=NC1CC)C1=NN(C(O1)=O)C (5-(5-(4-Aminophenyl)-6-ethylpyridin-3-yl)-3-methyl-1,3,4-oxadiazol-2(3H)one). Yield: 78.0%. Reaction SMILES: [CH2:1]([C:3]1[C:8]([C:9]2[CH:14]=[CH:13][C:12]([NH:15]C(=O)OC(C)(C)C)=[CH:11][CH:10]=2)=[CH:7][C:6]([C:23]2[O:24][C:25](=[O:29])[N:26]([CH3:28])[N:27]=2)=[CH:5][N:4]=1)[CH3:2].CC1(C)C(C)(C)OB(C2C=CC(NC(=O)OC(C)(C)C)=CC=2)O1.BrC1C=CC(N)=CC=1>O1CCOCC1.Cl[Pd](Cl)([P](C1C=CC=CC=1)(C1C=CC=CC=1)C1C=CC=CC=1)[P](C1C=CC=CC=1)(C1C=CC=CC=1)C1C=CC=CC=1>[NH2:15][C:12]1[CH:13]=[CH:14][C:9]([C:8]2[CH:7]=[C:6]([C:23]3[O:24][C:25](=[O:29])[N:26]([CH3:28])[N:27]=3)[CH:5]=[N:4][C:3]=2[CH2:1][CH3:2])=[CH:10][CH:11]=1 |^1:69,88|. Reported procedure: Step-1: tert-Butyl (4-(2-ethyl-5-(4-methyl-5-oxo-4,5-dihydro-1,3,4-oxadiazol-2-yl)pyridin-3-yl)phenyl)carbamate: To a solution of Intermediate-1a (2.30 g, 8.10 mmol, 1.0 eq) and tert-butyl (4-(4,4,5,5-tetramethyl-1,3,2-dioxaborolan-2-yl)phenyl)carbamate (2.58 g, 8.10 mmol, 1.0 eq; prepared from 4-bromoaniline by following the procedure described in organic and biomolecular chemistry, 2010, 8 (15), 3457) in dioxane (25 mL) was added Pd(PPh3)2Cl2 (284 mg, 0.40 mmol). The resulting mixture was thor... The reactants are O=C=NCc1ccccc1, C1CCOC1, Nc1nc(-c2ccco2)c2ccnc-2[nH]1. Yields the product O=C(NCc1ccccc1)Nc1nc(-c2ccco2)c2ccnc-2[nH]1. RXN SMILES: [CH2:16]([c:17]1[cH:18][cH:19][cH:20][cH:21][cH:22]1)[N:23]=[C:24]=[O:25].[CH2:26]1[O:27][CH2:28][CH2:29][CH2:30]1.[o:1]1[c:2](-[c:6]2[c:7]3[cH:15][cH:14][n:13][c:8]-3[nH:9][c:10]([NH2:12])[n:11]2)[cH:3][cH:4][cH:5]1>>[o:1]1[c:2](-[c:6]2[c:7]3[cH:15][cH:14][n:13][c:8]-3[nH:9][c:10]([NH:12][C:24]([NH:23][CH2:16][c:17]3[cH:18][cH:19][cH:20][cH:21][cH:22]3)=[O:25])[n:11]2)[cH:3][cH:4][cH:5]1. Starting materials: CC(=O)O, CC(Cl)Cl, O=Cc1cccc(OC(F)(F)C(F)F)c1, CCOC(=O)c1cccc(N)c1. Product: CCOC(=O)c1cccc(NCc2cccc(OC(F)(F)C(F)F)c2)c1. As a reaction SMILES: [CH3:28][C:29](=[O:30])[OH:31].[Cl:32][CH:33]([Cl:34])[CH3:35].[F:13][C:14]([CH:15]([F:16])[F:17])([O:18][c:19]1[cH:20][c:21]([CH:22]=[O:23])[cH:24][cH:25][cH:26]1)[F:27].[NH2:1][c:2]1[cH:3][c:4]([C:5](=[O:6])[O:7][CH2:8][CH3:9])[cH:10][cH:11][cH:12]1>>[NH:1]([c:2]1[cH:3][c:4]([C:5](=[O:6])[O:7][CH2:8][CH3:9])[cH:10][cH:11][cH:12]1)[CH2:22][c:21]1[cH:20][c:19]([O:18][C:14]([F:13])([CH:15]([F:16])[F:17])[F:27])[cH:26][cH:25][cH:24]1. Starting materials: ClC=1C=C(C=CC1)[C@@H]1CN(C(O1)=O)[C@@H](CC1=CC(=C(C=C1)O)O)C ((R*,R*)-(±)-5-(3-chlorophenyl)-3-(2-(3,4-dihydroxy phenyl)-1-methylethyl)2-oxazolidinone), BrC(C(=O)OCC)(C(=O)OCC)Br (diethyl dibromomalonate), C([O-])([O-])=O.[K+].[K+] (potassium carbonate). Run in CC(=O)C (acetone). Yields the product ClC=1C=C(C=CC1)[C@@H]1CN(C(O1)=O)[C@@H](CC1=CC2=C(OC(O2)(C(=O)OCC)C(=O)OCC)C=C1)C ((R*,R*)-(±)-5-(2-(5-(3-chlorophenyl)-2-oxo-3-oxazolidinyl)propyl)-1,3-benzodioxole-2,2-dicarboxylic acid, diethyl ester). As a reaction SMILES: [Cl:1][C:2]1[CH:3]=[C:4]([C@H:8]2[O:12][C:11](=[O:13])[N:10]([C@H:14]([CH3:24])[CH2:15][C:16]3[CH:21]=[CH:20][C:19]([OH:22])=[C:18]([OH:23])[CH:17]=3)[CH2:9]2)[CH:5]=[CH:6][CH:7]=1.Br[C:26](Br)([C:32]([O:34][CH2:35][CH3:36])=[O:33])[C:27]([O:29][CH2:30][CH3:31])=[O:28].C(=O)([O-])[O-].[K+].[K+]>CC(C)=O>[Cl:1][C:2]1[CH:3]=[C:4]([C@H:8]2[O:12][C:11](=[O:13])[N:10]([C@H:14]([CH3:24])[CH2:15][C:16]3[CH:21]=[CH:20][C:19]4[O:22][C:26]([C:27]([O:29][CH2:30][CH3:31])=[O:28])([C:32]([O:34][CH2:35][CH3:36])=[O:33])[O:23][C:18]=4[CH:17]=3)[CH2:9]2)[CH:5]=[CH:6][CH:7]=1 |f:2.3.4|. Reported procedure: In accordance with the above preferred reaction scheme 2-(3-chlorophenyl)-2-hydroxyethylamine 1, and 3,4-dimethoxyphenylacetone 2 are reacted with sodium cyanoborohydride in methanol, giving 3-chloroalpha-(((2-(3,4-dimethoxyphenyl)-1-methylethyl)amino)methyl) benzenemethanol 3 which is reacted with carbonyl diimidazole and triethylamine in tetrahydrofuran, followed by separation of isomers, giving cyclized derivative 4 which is reacted with boron tribromide in dichloromethane, giving (R*,R*)-(±)... Starting materials: 171, ClC1=C(C=C(C=C1)C)[N+](=O)[O-] (1-chloro-4-methyl-2-nitrobenzene), NCCCO (3-amino-1-propanol). Run in C(CCC)O (butanol). Yields the product 70, CC1=CC(=C(C=C1)NCCCO)[N+](=O)[O-] (3-[(4-methyl-2-nitrophenyl)amino]-1-propanol). Isolated yield 33.0%. Reaction SMILES: Cl[C:2]1[CH:7]=[CH:6][C:5]([CH3:8])=[CH:4][C:3]=1[N+:9]([O-:11])=[O:10].[NH2:12][CH2:13][CH2:14][CH2:15][OH:16]>C(O)CCC>[CH3:8][C:5]1[CH:6]=[CH:7][C:2]([NH:12][CH2:13][CH2:14][CH2:15][OH:16])=[C:3]([N+:9]([O-:11])=[O:10])[CH:4]=1. Reported procedure: A mixture of 171 parts of 1-chloro-4-methyl-2-nitrobenzene, 150 parts of 3-amino-1-propanol and 400 parts of butanol is stirred and refluxed for 30 hours. The reaction mixture is evaporated and the residue is poured onto water. The product is extracted with methylbenzene. The extract is washed with water and with a hydrochloric acid solution 2 N, dried, filtered and evaporated. The residue is purified by column-chromatography over silica gel using a mixture of trichloromethane and 5% of methanol...